Dataset: the Open Reaction Database (ORD), a public repository of structured organic reaction records. Task: describe an organic reaction: reactants, conditions, products, and yield Starting materials: CC(C)(C)OC(=O)COc1cccc2c1CCCC2N, O=S(=O)(Cl)c1ccc(I)cc1. The product is CC(C)(C)OC(=O)COc1cccc2c1CCCC2NS(=O)(=O)c1ccc(I)cc1. RXN SMILES: [C:1]([CH3:2])([CH3:3])([CH3:4])[O:5][C:6]([CH2:7][O:8][c:9]1[cH:10][cH:11][cH:12][c:13]2[c:18]1[CH2:17][CH2:16][CH2:15][CH:14]2[NH2:19])=[O:20].[I:21][c:22]1[cH:23][cH:24][c:25]([S:28](=[O:29])(=[O:30])[Cl:31])[cH:26][cH:27]1>>[C:1]([CH3:2])([CH3:3])([CH3:4])[O:5][C:6]([CH2:7][O:8][c:9]1[cH:10][cH:11][cH:12][c:13]2[c:18]1[CH2:17][CH2:16][CH2:15][CH:14]2[NH:19][S:28]([c:25]1[cH:24][cH:23][c:22]([I:21])[cH:27][cH:26]1)(=[O:29])=[O:30])=[O:20]. Reactants: BrC1=CC=C2C=CN=C(C2=C1)N1CCN(CC1)C(=O)OC(C)(C)C (4-(7-bromo-isoquinoline-1-yl)-piperazine-1-carboxylic acid, tert-butyl ester), CC=1C=C(C=CC1C)S (3,4-dimethyl-thiophenol). The reagents and catalysts are C=1C=CC(=CC1)[P](C=2C=CC=CC2)(C=3C=CC=CC3)[Pd]([P](C=4C=CC=CC4)(C=5C=CC=CC5)C=6C=CC=CC6)([P](C=7C=CC=CC7)(C=8C=CC=CC8)C=9C=CC=CC9)[P](C=1C=CC=CC1)(C=1C=CC=CC1)C=1C=CC=CC1 (Pd(PPh3)4). The solvent is CCCCO (n-BuOH). Run at temperature 110 celsius. Product: C(C)(C)(C)OC(=O)N1CCN(CC1)C1=NC=CC2=CC=C(C=C12)SC1=CC(=C(C=C1)C)C (4-[7-(3,4-Dimethyl-phenylsulfanyl)-isoquinolin-1-yl]-piperazine-1-carboxylic acid tert-butyl ester). Isolated yield 44.5%. Reaction SMILES: Br[C:2]1[CH:11]=[C:10]2[C:5]([CH:6]=[CH:7][N:8]=[C:9]2[N:12]2[CH2:17][CH2:16][N:15]([C:18]([O:20][C:21]([CH3:24])([CH3:23])[CH3:22])=[O:19])[CH2:14][CH2:13]2)=[CH:4][CH:3]=1.[CH3:25][C:26]1[CH:27]=[C:28]([SH:33])[CH:29]=[CH:30][C:31]=1[CH3:32]>CCCCO.C1C=CC([P]([Pd]([P](C2C=CC=CC=2)(C2C=CC=CC=2)C2C=CC=CC=2)([P](C2C=CC=CC=2)(C2C=CC=CC=2)C2C=CC=CC=2)[P](C2C=CC=CC=2)(C2C=CC=CC=2)C2C=CC=CC=2)(C2C=CC=CC=2)C2C=CC=CC=2)=CC=1>[C:21]([O:20][C:18]([N:15]1[CH2:16][CH2:17][N:12]([C:9]2[C:10]3[C:5](=[CH:4][CH:3]=[C:2]([S:33][C:28]4[CH:29]=[CH:30][C:31]([CH3:32])=[C:26]([CH3:25])[CH:27]=4)[CH:11]=3)[CH:6]=[CH:7][N:8]=2)[CH2:13][CH2:14]1)=[O:19])([CH3:24])([CH3:23])[CH3:22] |^1:42,44,63,82|. Reported procedure: A mixture of 4-(7-bromo-isoquinoline-1-yl)-piperazine-1-carboxylic acid, tert-butyl ester (0.5 g, 1.3 mmol), 3,4-dimethyl-thiophenol (175 uL, 1.3 mmol), NatBuO (0.44 g, 4.5 mmol), Pd(PPh3)4 (74 mg, 0.065 mmol) in n-BuOH (10 mL) was heated at 110° C., 3 h. The reaction mixture was filtered. The filtrate was concentrated and the residue was dissolved in ethyl acetate. The organic phase was washed with water (50 mL×3), separated and dried (MgSO4), filtered. The volatiles were evaporated and the res... The reactants are C(=O)(O)[O-].[Na+] (NaHCO3), O1C2(C1)CC1CCC(C2)N1C(=O)OCC1=CC=CC=C1 (benzyl 8-azaspiro[bicyclo[3.2.1]octane-3,2′-oxirane]-8-carboxylate), C(C)(=O)OCC (ethyl acetate). The solvent is O1CCCC1 (tetrahydrofuran). Reaction conditions: temperature 4 celsius, time 3 hour. The product is C(=O)C1CC2CCC(C1)N2C(=O)OCC2=CC=CC=C2 (benzyl 3-formyl-8-azabicyclo[3.2.1]octane-8-carboxylate). Procedure details: To a cold (0° C.) solution of EXAMPLE 84A (3.5 g) in tetrahydrofuran (40 mL) was added boron trifluoride diethyl ether complex (0.82 mL). The mixture was stirred at 3-5° C. for 3 hours. Aqueous saturated NaHCO3 was added, followed by ethyl acetate (200 mL). The organic layer was separated, washed with water (twice) and concentrated to dryness. Toluene was added and the mixture was concentrated under vacuum to provide the title compound. Reaction SMILES: [O:1]1[CH2:3][C:2]21[CH2:9][CH:8]1[N:10]([C:11]([O:13][CH2:14][C:15]3[CH:20]=[CH:19][CH:18]=[CH:17][CH:16]=3)=[O:12])[CH:5]([CH2:6][CH2:7]1)[CH2:4]2.C([O-])(O)=O.[Na+].C(OCC)(=O)C>O1CCCC1>[CH:3]([CH:2]1[CH2:4][CH:5]2[N:10]([C:11]([O:13][CH2:14][C:15]3[CH:16]=[CH:17][CH:18]=[CH:19][CH:20]=3)=[O:12])[CH:8]([CH2:7][CH2:6]2)[CH2:9]1)=[O:1] |f:1.2|.